This data is from the Open Reaction Database (ORD), a public repository of structured organic reaction records. The task is: describe an organic reaction: reactants, conditions, products, and yield Starting materials: ClC1=CC=CC2=C1C(N(CC=1N2C=NC1)C)=O (7-chloro-4,5-dihydro-5-methyl-6H-imidazo[1,5-a][1,4]benzodiazepin-6-one), ClN1C(CCC1=O)=O (N-chlorosuccinimide), O (water). Solvent: CN(C=O)C (dimethylformamide). Yields the product ClC=1N=CN2C1CN(C(C1=C2C=CC=C1Cl)=O)C (3,7-dichloro-4,5-dihydro-5-methyl-6H-imidazo[1,5-a][1,4]benzodiazepin-6-one). Reaction SMILES: [Cl:1][C:2]1[C:7]2[C:8](=[O:17])[N:9]([CH3:16])[CH2:10][C:11]3[N:12]([CH:13]=[N:14][CH:15]=3)[C:6]=2[CH:5]=[CH:4][CH:3]=1.[Cl:18]N1C(=O)CCC1=O.O>CN(C)C=O>[Cl:18][C:15]1[N:14]=[CH:13][N:12]2[C:6]3[CH:5]=[CH:4][CH:3]=[C:2]([Cl:1])[C:7]=3[C:8](=[O:17])[N:9]([CH3:16])[CH2:10][C:11]=12. Procedure: 1.30 g (5.25 mmol) of 7-chloro-4,5-dihydro-5-methyl-6H-imidazo[1,5-a][1,4]benzodiazepin-6-one are stirred at 90° for 30 minutes in 10 ml of dimethylformamide with 800 mg (6 mmol) of N-chlorosuccinimide. Subsequently, the mixture is poured into water and extracted with chloroform. The combined chloroform extracts are washed with water, dried over magnesium sulphate and evaporated. By column chromatography on silica gel there is obtained 3,7-dichloro-4,5-dihydro-5-methyl-6H-imidazo[1,5-a][1,4]benz... Starting materials: OCC=1C=C(C(=O)OC)C=C(C1)N1C=CC=C1 (methyl 3-hydroxymethyl-5-(pyrrol-1-yl)benzoate), IC (iodomethane). The reagents and catalysts are [Ag-]=O (silver(I) oxide). The solvent is C(Cl)(Cl)Cl (chloroform). Conditions: temperature 50 celsius, time 4.5 hour. Product: COCC=1C=C(C(=O)OC)C=C(C1)N1C=CC=C1 (methyl 3-methoxymethyl-5-(pyrrol-1-yl)benzoate). As a reaction SMILES: [OH:1][CH2:2][C:3]1[CH:4]=[C:5]([CH:10]=[C:11]([N:13]2[CH:17]=[CH:16][CH:15]=[CH:14]2)[CH:12]=1)[C:6]([O:8][CH3:9])=[O:7].I[CH3:19]>C(Cl)(Cl)Cl.[Ag-]=O>[CH3:19][O:1][CH2:2][C:3]1[CH:4]=[C:5]([CH:10]=[C:11]([N:13]2[CH:17]=[CH:16][CH:15]=[CH:14]2)[CH:12]=1)[C:6]([O:8][CH3:9])=[O:7]. Reported procedure: To a solution of methyl 3-hydroxymethyl-5-(pyrrol-1-yl)benzoate (2.0 g) in chloroform (30 ml) was added silver(I) oxide (8.0 g) and iodomethane (4.3 ml). The reaction mixture was stirred at 50° C. for 4.5 hours. After being cooled to room temperature, the slurry was filtered and the filtrate was evaporated in vacuo. The residue was purified by column chromatography on silica gel eluting with a mixture of hexane and ethyl acetate (10:1). The eluted fractions containing the desired product were co... Starting materials: COC(=O)c1ccc(Cc2cn(C)c3ccc([N+](=O)[O-])cc23)c(OC)c1, COC(=O)c1ccc(Cc2c[nH]c3ccc(N)cc23)c(OC)c1, C1CCOC1. The product is COC(=O)c1ccc(Cc2cn(C)c3ccc(N)cc23)c(OC)c1. Reaction SMILES: [CH3:1][O:2][c:3]1[cH:4][c:5]([C:6](=[O:7])[O:8][CH3:9])[cH:10][cH:11][c:12]1[CH2:13][c:14]1[cH:15][n:16]([CH3:26])[c:17]2[cH:18][cH:19][c:20]([N+:23]([O-:24])=[O:25])[cH:21][c:22]12.[NH2:27][c:28]1[cH:29][c:30]2[c:31]([cH:32][cH:33]1)[nH:34][cH:35][c:36]2[CH2:37][c:38]1[cH:39][cH:40][c:41]([C:42]([O:43][CH3:44])=[O:45])[cH:46][c:47]1[O:48][CH3:49].[O:50]1[CH2:51][CH2:52][CH2:53][CH2:54]1>>[CH3:1][O:2][c:3]1[cH:4][c:5]([C:6](=[O:7])[O:8][CH3:9])[cH:10][cH:11][c:12]1[CH2:13][c:14]1[cH:15][n:16]([CH3:26])[c:17]2[cH:18][cH:19][c:20]([NH2:23])[cH:21][c:22]12. Starting materials: F[B-](F)(F)F.N#[O+] (Nitrosonium tetrafluoroborate), FC1=C(N)C=C(C=C1)F (2,5-difluoroaniline). Solvent: C(C)#N (acetonitrile), C(C)OCC (ethyl ether). Reaction conditions: time 1 hour. Yields the product F[B-](F)(F)F.FC1=C(C=C(C=C1)F)[N+]#N (2,5-difluorobenzenediazonium tetrafluoroborate). Reaction SMILES: [F:1][B-:2]([F:5])([F:4])[F:3].[N:6]#[O+].[F:8][C:9]1[CH:15]=[CH:14][C:13]([F:16])=[CH:12][C:10]=1[NH2:11]>C(#N)C.C(OCC)C>[F:1][B-:2]([F:5])([F:4])[F:3].[F:8][C:9]1[CH:15]=[CH:14][C:13]([F:16])=[CH:12][C:10]=1[N+:11]#[N:6] |f:0.1,5.6|. Procedure details: Nitrosonium tetrafluoroborate (905 mg, 7.75 mmol, 1.00 equiv) was added to a solution of 2,5-difluoroaniline (0.780 mL, 7.75 mmol, 1 equiv) in acetonitrile (50 mL) at 0° C. The resulting mixture was stirred for 1 hour, then diluted with ethyl ether (150 mL). The precipitate was filtered and air dried to give 2,5-difluorobenzenediazonium tetrafluoroborate (2-1) as a tan solid. 1H NMR (300 MHz, CD3OD) δ 8.54 (m, 1H), 8.24 (m, 1H), 7.95 (m, 1H). Reactants: CC(C)(C)OC(=O)Nc1ccc(Cc2cc(O)nc(S)n2)cc1, CO. Yields the product CC(C)(C)OC(=O)Nc1ccc(Cc2cc(O)ncn2)cc1. As a reaction SMILES: [C:1]([CH3:2])([CH3:3])([CH3:4])[O:5][C:6]([NH:7][c:8]1[cH:9][cH:10][c:11]([CH2:14][c:15]2[n:16][c:17]([SH:22])[n:18][c:19]([OH:21])[cH:20]2)[cH:12][cH:13]1)=[O:23].[CH3:24][OH:25]>>[C:1]([CH3:2])([CH3:3])([CH3:4])[O:5][C:6]([NH:7][c:8]1[cH:9][cH:10][c:11]([CH2:14][c:15]2[n:16][cH:17][n:18][c:19]([OH:21])[cH:20]2)[cH:12][cH:13]1)=[O:23].